The task is: describe an organic reaction: reactants, conditions, products, and yield. This data is from the Open Reaction Database (ORD), a public repository of structured organic reaction records. Reactants: BrC=1C=CC(=C(CO)C1)O (5-Bromo-2-hydroxybenzylalcohol), C(C)I (ethyl iodide), C(=O)([O-])[O-].[K+].[K+] (K2CO3). Run in CC(=O)C (acetone). Product: BrC=1C=CC(=C(CO)C1)OCC (5-bromo-2-ethoxybenzyl alcohol). Reaction SMILES: [Br:1][C:2]1[CH:3]=[CH:4][C:5]([OH:10])=[C:6]([CH:9]=1)[CH2:7][OH:8].[CH2:11](I)[CH3:12].C([O-])([O-])=O.[K+].[K+]>CC(C)=O>[Br:1][C:2]1[CH:3]=[CH:4][C:5]([O:10][CH2:11][CH3:12])=[C:6]([CH:9]=1)[CH2:7][OH:8] |f:2.3.4|. Reported procedure: 5-Bromo-2-hydroxybenzylalcohol (5.0 g, 24.6 mmol), ethyl iodide (11.5 g, 73.8 mmol) and K2CO3 (3.4 g, 24.6 mmol) in 50 ml of acetone was stirred at +50° C. overnight. The mixture was filtered and evaporated. The product was purified by silica gel column chromatography (EtOAc/petroleum ether 30:100) to give 5-bromo-2-ethoxybenzyl alcohol. Starting materials: C1CCOC1, Cc1cccc([N+](=O)[O-])c1C(=O)OC(=O)c1c(C)cccc1[N+](=O)[O-], CN(C)c1ccncc1, ClCCl, ClCCl, CC(C)CC(NC(=O)CC(O)C=CCCSC(c1ccccc1)(c1ccccc1)c1ccccc1)C(=O)NC(CSC(c1ccccc1)(c1ccccc1)c1ccccc1)C(=O)NC(C(C)C)C(O)CC(=O)O. Yields the product CC(C)CC1NC(=O)CC(C=CCCSC(c2ccccc2)(c2ccccc2)c2ccccc2)OC(=O)CC(O)C(C(C)C)NC(=O)C(CSC(c2ccccc2)(c2ccccc2)c2ccccc2)NC1=O. RXN SMILES: [CH2:114]1[O:115][CH2:116][CH2:117][CH2:118]1.[CH3:1][c:2]1[cH:3][cH:4][cH:5][c:6]([N+:7]([O-:8])=[O:9])[c:10]1[C:11]([O:12][C:13](=[O:14])[c:15]1[c:16]([N+:17]([O-:18])=[O:19])[cH:20][cH:21][cH:22][c:23]1[CH3:24])=[O:25].[CH3:99][N:100]([c:101]1[cH:102][cH:103][n:104][cH:105][cH:106]1)[CH3:107].[Cl:108][CH2:109][Cl:110].[Cl:111][CH2:112][Cl:113].[OH:26][CH:27]([CH2:28][C:29](=[O:30])[OH:31])[CH:32]([CH:33]([CH3:34])[CH3:35])[NH:36][C:37]([CH:38]([CH2:39][S:40][C:41]([c:42]1[cH:43][cH:44][cH:45][cH:46][cH:47]1)([c:48]1[cH:49][cH:50][cH:51][cH:52][cH:53]1)[c:54]1[cH:55][cH:56][cH:57][cH:58][cH:59]1)[NH:60][C:61]([CH:62]([CH2:63][CH:64]([CH3:65])[CH3:66])[NH:67][C:68]([CH2:69][CH:70]([CH:71]=[CH:72][CH2:73][CH2:74][S:75][C:76]([c:77]1[cH:78][cH:79][cH:80][cH:81][cH:82]1)([c:83]1[cH:84][cH:85][cH:86][cH:87][cH:88]1)[c:89]1[cH:90][cH:91][cH:92][cH:93][cH:94]1)[OH:95])=[O:96])=[O:97])=[O:98]>>[OH:26][CH:27]1[CH2:28][C:29](=[O:31])[O:30][CH:70]([CH:71]=[CH:72][CH2:73][CH2:74][S:75][C:76]([c:77]2[cH:78][cH:79][cH:80][cH:81][cH:82]2)([c:83]2[cH:84][cH:85][cH:86][cH:87][cH:88]2)[c:89]2[cH:90][cH:91][cH:92][cH:93][cH:94]2)[CH2:69][C:68](=[O:96])[NH:67][CH:62]([CH2:63][CH:64]([CH3:65])[CH3:66])[C:61](=[O:97])[NH:60][CH:38]([CH2:39][S:40][C:41]([c:42]2[cH:43][cH:44][cH:45][cH:46][cH:47]2)([c:48]2[cH:49][cH:50][cH:51][cH:52][cH:53]2)[c:54]2[cH:55][cH:56][cH:57][cH:58][cH:59]2)[C:37](=[O:98])[NH:36][CH:32]1[CH:33]([CH3:34])[CH3:35]. Reactants: C(C)(C)(C)C=1C=C(C=C2C(NCO2)=O)C=C(C1O)C(C)(C)C (5-(3,5-di-tert-butyl-4-hydroxybenzylidene)oxazolidin-4-one), ClS(=O)(=O)N=C=O (chlorosulfonyl isocyanate). Solvent: C1(=CC=CC=C1)C (toluene). Conditions: temperature 90 celsius. Yields the product C(N)(=O)N1COC(C1=O)=CC1=CC(=C(C(=C1)C(C)(C)C)O)C(C)(C)C (N-carbamoyl-5-(3,5-di-tert-butyl-4-hydroxybenzylidene)oxazolidin-4-one). Yield: 63.9%. As a reaction SMILES: [C:1]([C:5]1[CH:6]=[C:7]([CH:15]=[C:16]([C:19]([CH3:22])([CH3:21])[CH3:20])[C:17]=1[OH:18])[CH:8]=[C:9]1[O:13][CH2:12][NH:11][C:10]1=[O:14])([CH3:4])([CH3:3])[CH3:2].ClS([N:27]=[C:28]=[O:29])(=O)=O>C1(C)C=CC=CC=1>[C:28]([N:11]1[C:10](=[O:14])[C:9](=[CH:8][C:7]2[CH:6]=[C:5]([C:1]([CH3:4])([CH3:3])[CH3:2])[C:17]([OH:18])=[C:16]([C:19]([CH3:22])([CH3:21])[CH3:20])[CH:15]=2)[O:13][CH2:12]1)(=[O:29])[NH2:27]. Reported procedure: To a suspension of 5-(3,5-di-tert-butyl-4-hydroxybenzylidene)oxazolidin-4-one (100 mg, 0.33 mmole) suspended in dried toluene (0.5 ml), 32 μl of chlorosulfonyl isocyanate (0.363 mmole) was added under nitrogen atmosphere with stirring and the mixture was dissolved for 2 min. After the solution colored to brown, it was heated at 90° C. for 10 min. and toluene was evaporated under reduced pressure. A mixed solution (0.8 ml) of acetic acid and water (2:1) was added thereto, and the mixture was heat... Reactants: COC1=C(C=CC=C1)C=1N=C2N(C=C(C=C2C)C2CCN(CC2)CCN(C(OC(C)(C)C)=O)C)C1 (tert-butyl 2-(4-(2-(2-methoxyphenyl)-8-methylimidazo[1,2-a]pyridin-6-yl)piperidin-1-yl)ethyl(methyl)carbamate), Cl (HCl). Run in C(Cl)Cl (DCM). Yields the product COC1=C(C=CC=C1)C=1N=C2N(C=C(C=C2C)C2CCN(CC2)CCNC)C1 (2-(4-(2-(2-methoxyphenyl)-8-methylimidazo[1,2-a]pyridin-6-yl)piperidin-1-yl)-N-methylethanamine). The yield is 127.9%. RXN SMILES: [CH3:1][O:2][C:3]1[CH:8]=[CH:7][CH:6]=[CH:5][C:4]=1[C:9]1[N:10]=[C:11]2[C:16]([CH3:17])=[CH:15][C:14]([CH:18]3[CH2:23][CH2:22][N:21]([CH2:24][CH2:25][N:26](C)[C:27](=O)OC(C)(C)C)[CH2:20][CH2:19]3)=[CH:13][N:12]2[CH:35]=1.Cl>C(Cl)Cl>[CH3:1][O:2][C:3]1[CH:8]=[CH:7][CH:6]=[CH:5][C:4]=1[C:9]1[N:10]=[C:11]2[C:16]([CH3:17])=[CH:15][C:14]([CH:18]3[CH2:23][CH2:22][N:21]([CH2:24][CH2:25][NH:26][CH3:27])[CH2:20][CH2:19]3)=[CH:13][N:12]2[CH:35]=1. Reported procedure: Compound 223 (45 mg, 0.094 mmol) was stirred in a saturated solution of HCl in DCM (1 mL) for 1.5 hours. The reaction was taken to dryness under high vacuum to give 224 (45.5 mg, tris-HCl salt) as a white solid. 1H NMR: (DMSO-d6) δ(ppm): 11.23 (br s, 1H), 9.51 (br s, 2H), 8.74 (s, 1H), 8.69 (s, 1H), 8.22 (d, J=8.0 Hz, 1H), 7.71 (s, 1H), 7.52 (dt, J=1.6, 8.8 Hz, 1H), 7.27 (d, J=7.6 Hz, 1H), 7.17 (t, J=7.2 Hz, 1H), 3.98 (s, 3H), 3.75-3.72 (m, 2H), 3.54 (m, 4H), 3.24-3.16 (m, 2H), 3.05-2.99 (m, 1H)... Reactants: N#CC(N)Cc1c[nH]c2ccccc12, CC(C)CC(C#N)NC(=O)C(CC(C)C)NC(=O)c1ccc2ccccc2c1, CC(C)CC(NC(=O)c1ccc2ccccc2c1)C(=O)O. The product is CC(C)CC(NC(=O)c1ccc2ccccc2c1)C(=O)NC(C#N)Cc1c[nH]c2ccccc12. As a reaction SMILES: [C:22](#[N:23])[CH:24]([CH2:25][c:26]1[cH:27][nH:28][c:29]2[cH:30][cH:31][cH:32][cH:33][c:34]12)[NH2:35].[C:36]([CH:37]([NH:38][C:39]([CH:40]([NH:41][C:42]([c:43]1[cH:44][cH:45][c:46]2[c:47]([cH:48][cH:49][cH:50][cH:51]2)[cH:52]1)=[O:53])[CH2:54][CH:55]([CH3:56])[CH3:57])=[O:58])[CH2:59][CH:60]([CH3:61])[CH3:62])#[N:63].[cH:1]1[c:2]([C:11](=[O:12])[NH:13][CH:14]([CH2:15][CH:16]([CH3:17])[CH3:18])[C:19](=[O:20])[OH:21])[cH:3][cH:4][c:5]2[cH:6][cH:7][cH:8][cH:9][c:10]12>>[cH:1]1[c:2]([C:11](=[O:12])[NH:13][CH:14]([CH2:15][CH:16]([CH3:17])[CH3:18])[C:19](=[O:21])[NH:35][CH:24]([C:22]#[N:23])[CH2:25][c:26]2[cH:27][nH:28][c:29]3[cH:30][cH:31][cH:32][cH:33][c:34]23)[cH:3][cH:4][c:5]2[cH:6][cH:7][cH:8][cH:9][c:10]12. Reactants: C, CO, COc1cc([N+](=O)[O-])ccc1OCCNC(C)C, [Pd]. Product: COc1cc(N)ccc1OCCNC(C)C. RXN SMILES: [C:21].[CH3:19][OH:20].[CH:1]([CH3:2])([CH3:3])[NH:4][CH2:5][CH2:6][O:7][c:8]1[c:9]([O:17][CH3:18])[cH:10][c:11]([N+:14]([O-:15])=[O:16])[cH:12][cH:13]1.[Pd:22]>>[CH:1]([CH3:2])([CH3:3])[NH:4][CH2:5][CH2:6][O:7][c:8]1[c:9]([O:17][CH3:18])[cH:10][c:11]([NH2:14])[cH:12][cH:13]1. Reactants: Cl.N12C[C@@H](C(CC1)CC2)NC(=O)C=2SC1=C(C2)C=CC(=C1)Br (N-[(3R)-1-Azabicyclo[2.2.2]oct-3-yl]-6-bromo-1-benzothiophene-2-carboxamide hydrochloride), C(=O)C1=CC=C(C=C1)B(O)O (4-formylphenylboronic acid), C([O-])([O-])=O.[Na+].[Na+] (sodium carbonate). The reagents and catalysts are C1=CC=C(C=C1)P([C-]2C=CC=C2)C3=CC=CC=C3.C1=CC=C(C=C1)P([C-]2C=CC=C2)C3=CC=CC=C3.Cl[Pd]Cl.[Fe+2] (PdCl2(dppf)). Solvent: CN(C)C=O (DMF). Reaction conditions: temperature 80 celsius, time 18 hour. Yields the product Cl.N12C[C@@H](C(CC1)CC2)NC(=O)C=2SC1=C(C2)C=CC(=C1)C1=CC=C(C=C1)C=O (N-[(3R)-1-Azabicyclo[2.2.2]oct-3-yl]-6-(4-formylphenyl)-1-benzothiophene-2-carboxamide hydrochloride). Reaction SMILES: [ClH:1].[N:2]12[CH2:9][CH2:8][CH:5]([CH2:6][CH2:7]1)[C@@H:4]([NH:10][C:11]([C:13]1[S:14][C:15]3[CH:21]=[C:20](Br)[CH:19]=[CH:18][C:16]=3[CH:17]=1)=[O:12])[CH2:3]2.[CH:23]([C:25]1[CH:30]=[CH:29][C:28](B(O)O)=[CH:27][CH:26]=1)=[O:24].C(=O)([O-])[O-].[Na+].[Na+]>C1C=CC(P(C2C=CC=CC=2)[C-]2C=CC=C2)=CC=1.C1C=CC(P(C2C=CC=CC=2)[C-]2C=CC=C2)=CC=1.Cl[Pd]Cl.[Fe+2].CN(C=O)C>[ClH:1].[N:2]12[CH2:9][CH2:8][CH:5]([CH2:6][CH2:7]1)[C@@H:4]([NH:10][C:11]([C:13]1[S:14][C:15]3[CH:21]=[C:20]([C:28]4[CH:29]=[CH:30][C:25]([CH:23]=[O:24])=[CH:26][CH:27]=4)[CH:19]=[CH:18][C:16]=3[CH:17]=1)=[O:12])[CH2:3]2 |f:0.1,3.4.5,6.7.8.9,11.12|. Procedure: 200 mg (0.50 mmol) of N-[(3R)-1-azabicyclo[2.2.2]oct-3-yl]-6-bromo-1-benzothiophene-2-carboxamide hydrochloride (Example 11A) and 74.6 mg (0.50 mmol) of 4-formylphenylboronic acid are introduced into 2 ml of DMF. Addition of 0.75 ml of 2 M sodium carbonate solution and 20.3 mg (0.02 mmol) of PdCl2(dppf) is followed by heating to 80° C. After 18 h, the reaction mixture is filtered through kieselguhr and purified by preparative HPLC. The product fractions are concentrated, mixed with a 5:1 mixture...